From a dataset of the Open Reaction Database (ORD), a public repository of structured organic reaction records. describe an organic reaction: reactants, conditions, products, and yield The reactants are N=C(N)NC(=N)NCc1ccccc1, CCO, CCCCCCCCCCCCC=O, Cl, Cl. Yields the product CCCCCCCCCCCCC1N=C(N)NC(NCc2ccccc2)=N1, Cl. As a reaction SMILES: [CH2:17]([c:18]1[cH:19][cH:20][cH:21][cH:22][cH:23]1)[NH:24][C:25](=[NH:26])[NH:27][C:28](=[NH:29])[NH2:30].[CH3:31][CH2:32][OH:33].[CH:1]([CH2:2][CH2:3][CH2:4][CH2:5][CH2:6][CH2:7][CH2:8][CH2:9][CH2:10][CH2:11][CH2:12][CH3:13])=[O:14].[ClH:15].[ClH:16]>>[CH:1]1([CH2:2][CH2:3][CH2:4][CH2:5][CH2:6][CH2:7][CH2:8][CH2:9][CH2:10][CH2:11][CH2:12][CH3:13])[N:26]=[C:25]([NH:24][CH2:17][c:18]2[cH:19][cH:20][cH:21][cH:22][cH:23]2)[NH:27][C:28]([NH2:30])=[N:29]1.[ClH:15]. As a reaction SMILES: [OH:1][C:2]1[CH:9]=[CH:8][C:5]([C:6]#[N:7])=[CH:4][CH:3]=1.O[CH:11]1[CH2:16][CH2:15][N:14]([C:17]([O:19][C:20]([CH3:23])([CH3:22])[CH3:21])=[O:18])[CH2:13][CH2:12]1>>[C:6]([C:5]1[CH:8]=[CH:9][C:2]([O:1][CH:11]2[CH2:16][CH2:15][N:14]([C:17]([O:19][C:20]([CH3:23])([CH3:22])[CH3:21])=[O:18])[CH2:13][CH2:12]2)=[CH:3][CH:4]=1)#[N:7]. The product is C(#N)C1=CC=C(C=C1)OC1CCN(CC1)C(=O)OC(C)(C)C (1,1-Dimethylethyl 4-[(4-cyanophenyl)oxy]-1-piperidinecarboxylate). Procedure details: The title compound was prepared from 4-hydroxybenzonitrile and 1,1-dimethylethyl 4-hydroxy-1-piperidinecarboxylate using a method similar to that described for D13. Starting materials: OC1=CC=C(C#N)C=C1 (4-hydroxybenzonitrile), OC1CCN(CC1)C(=O)OC(C)(C)C (1,1-dimethylethyl 4-hydroxy-1-piperidinecarboxylate). The reactants are C(C1=CC=CC=C1)(C1=CC=CC=C1)OC(=O)C=1N2C(C(C2SCC1C1=CN=C(S1)NC(C1=CN=CC=C1)=O)NC(=O)OC(C)(C)C)=O (2-Benzhydryloxycarbonyl-7-t-butoxycarbonylamino-3-(2-nicotinoylamino-thiazol-5-yl)-8-oxo-5-thia-1-azabicyclo[4.2.0]oct-2-ene), C1(=CC=C(C=C1)S(=O)(=O)O)C (p-toluenesulphonic acid). Run in C(C)#N (acetonitrile). Product: NC1C2SCC(=C(N2C1=O)C(=O)OC(C1=CC=CC=C1)C1=CC=CC=C1)C1=CN=C(S1)NC(C1=CN=CC=C1)=O (7-amino-2-benzhydryloxycarbonyl-3-(2-nicotinoylamino-thiazol-5-yl)-8-oxo-5-thia-1-azabicyclo[4.2.0]oct-2-ene). Yield: 84.0%. As a reaction SMILES: [CH:1]([O:14][C:15]([C:17]1[N:18]2[CH:21]([S:22][CH2:23][C:24]=1[C:25]1[S:29][C:28]([NH:30][C:31](=[O:38])[C:32]3[CH:37]=[CH:36][CH:35]=[N:34][CH:33]=3)=[N:27][CH:26]=1)[CH:20]([NH:39]C(OC(C)(C)C)=O)[C:19]2=[O:47])=[O:16])([C:8]1[CH:13]=[CH:12][CH:11]=[CH:10][CH:9]=1)[C:2]1[CH:7]=[CH:6][CH:5]=[CH:4][CH:3]=1.C1(C)C=CC(S(O)(=O)=O)=CC=1>C(#N)C>[NH2:39][CH:20]1[C:19](=[O:47])[N:18]2[CH:21]1[S:22][CH2:23][C:24]([C:25]1[S:29][C:28]([NH:30][C:31](=[O:38])[C:32]3[CH:37]=[CH:36][CH:35]=[N:34][CH:33]=3)=[N:27][CH:26]=1)=[C:17]2[C:15]([O:14][CH:1]([C:8]1[CH:9]=[CH:10][CH:11]=[CH:12][CH:13]=1)[C:2]1[CH:7]=[CH:6][CH:5]=[CH:4][CH:3]=1)=[O:16]. Procedure details: 2-Benzhydryloxycarbonyl-7-t-butoxycarbonylamino-3-(2-nicotinoylamino-thiazol-5-yl)-8-oxo-5-thia-1-azabicyclo[4.2.0]oct-2-ene (9 g) in acetonitrile (134 cc) is treated with p-toluenesulphonic acid (7.6 g) according to the working method described in Example 24, to give 7-amino-2-benzhydryloxycarbonyl-3-(2-nicotinoylamino-thiazol-5-yl)-8-oxo-5-thia-1-azabicyclo[4.2.0]oct-2-ene (6.43 g) in the form of a cream powder. Reactants: ClC1=CC2=C(N=N1)CCN(C2)C(C(C)(C)C)=O (3-chloro-5,6,7,8-tetrahydro-6-pivaloylpyrido[4,3-c]pyridazine), O.NN (hydrazine hydrate). Yields the product N(N)C1=CC2=C(N=N1)CCN(C2)C(C(C)(C)C)=O (3-Hydrazino-5,6,7,8-tetrahydro-6-pivaloylpyrido[4,3-c]pyridazine). RXN SMILES: Cl[C:2]1[N:7]=[N:6][C:5]2[CH2:8][CH2:9][N:10]([C:12](=[O:17])[C:13]([CH3:16])([CH3:15])[CH3:14])[CH2:11][C:4]=2[CH:3]=1.O.[NH2:19][NH2:20]>>[NH:19]([C:2]1[N:7]=[N:6][C:5]2[CH2:8][CH2:9][N:10]([C:12](=[O:17])[C:13]([CH3:16])([CH3:15])[CH3:14])[CH2:11][C:4]=2[CH:3]=1)[NH2:20] |f:1.2|. Reported procedure: 11.4 g of 3-chloro-5,6,7,8-tetrahydro-6-pivaloylpyrido[4,3-c]pyridazine and 100 cc of hydrazine hydrate are boiled at reflux at a bath temperature of 110° for 11/2 hours while stirring. The crude title compound is taken up in 100 cc of chloroform, is dried with sodium sulphate, the chloroform solution is again concentrated, and recrystallized from 20 cc of absolute ethanol. The title compound has a M.P. of 158°-160° (decomp.). The reactants are Cl.C[C@H]1N(CCC1)CCC1=CC=C(C=C1)B(O)O ((R)-4-(2-(2-methylpyrrolidin-1-yl)ethyl)phenylboronic acid hydrochloride), C(=O)([O-])[O-].[K+].[K+] (K2CO3), BrC1=CC=C(C=C1)CCCC(=O)O (4-(4-bromophenyl)butanoic acid), dichlorobis(p-dimethylaminophenyldi-tert-butylphosphine)palladium. Solvent: C1(=CC=CC=C1)C (toluene), O (H2O). Conditions: temperature 130 celsius. The product is C[C@H]1N(CCC1)CCC1=CC=C(C=C1)C1=CC=C(C=C1)CCCC(=O)O ((R)-4-(4′-(2-(2-Methylpyrrolidin-1-yl)ethyl)biphenyl-4-yl)butanoic Acid). As a reaction SMILES: Cl.[CH3:2][C@@H:3]1[CH2:7][CH2:6][CH2:5][N:4]1[CH2:8][CH2:9][C:10]1[CH:15]=[CH:14][C:13](B(O)O)=[CH:12][CH:11]=1.Br[C:20]1[CH:25]=[CH:24][C:23]([CH2:26][CH2:27][CH2:28][C:29]([OH:31])=[O:30])=[CH:22][CH:21]=1.C([O-])([O-])=O.[K+].[K+]>C1(C)C=CC=CC=1.O>[CH3:2][C@@H:3]1[CH2:7][CH2:6][CH2:5][N:4]1[CH2:8][CH2:9][C:10]1[CH:15]=[CH:14][C:13]([C:20]2[CH:25]=[CH:24][C:23]([CH2:26][CH2:27][CH2:28][C:29]([OH:31])=[O:30])=[CH:22][CH:21]=2)=[CH:12][CH:11]=1 |f:0.1,3.4.5|. Reported procedure: In a microwave reaction vial was placed (R)-4-(2-(2-methylpyrrolidin-1-yl)ethyl)phenylboronic acid hydrochloride (50 mg, 0.185 mmol), 4-(4-bromophenyl)butanoic acid (49.6 mg, 0.204 mmol), dichlorobis(p-dimethylaminophenyldi-tert-butylphosphine)palladium (2.63 mg, 3.71 μmol), and K2CO3 (51.3 mg, 0.371 mmol) in toluene (1.2 mL) and H2O (0.2 mL). The reaction was heated at 130° C. for 120 min under microwave irradiation. The aqueous layer was collected, acidified with 1M HCl, and purified by HPLC t... Starting materials: C=CC1=CC=CC=C1 (styrene), C(C(=C)C)(=O)OCC1CO1 (GMA), N(=NC(C#N)(C)C)C(C#N)(C)C (AIBN), C1(\C=C/C(=O)O1)=O (MAH), C1(\C=C/C(=O)O1)=O (maleic anhydride), C=CC1=CC=CC=C1 (St), C(C(=C)C)(=O)OCC1CO1 (glycidyl methacrylate), C=CC1=CC=CC=C1 (St). The reagents and catalysts are N(=NC(C#N)(C)C)C(C#N)(C)C (azobisisobutyronitrile). Solvent: C(C)C(=O)C (MEK), CO (methanol), C(C)C(=O)C (MEK), C(C)C(=O)C (methyl ethyl ketone). Reaction conditions: temperature 70 celsius, time 10 hour. The product is C(C1CO1)OC(C(=C)C)=O.C(=CC1=CC=CC=C1)/C/1=C/C(=O)OC1=O (styrene-maleic anhydride glycidyl methacrylate). The yield is 516.1%. As a reaction SMILES: [CH2:1]=[CH:2][C:3]1[CH:8]=[CH:7][CH:6]=[CH:5][CH:4]=1.[C:9]([O:14][CH2:15][CH:16]1[O:18][CH2:17]1)(=[O:13])[C:10]([CH3:12])=[CH2:11].N(C(C)(C)C#N)=NC(C)(C)C#N.[C:31]1(=[O:37])[O:36][C:34](=[O:35])[CH:33]=[CH:32]1>C(C(C)=O)C.N(C(C)(C)C#N)=NC(C)(C)C#N.CO>[CH2:15]([O:14][C:9](=[O:13])[C:10]([CH3:12])=[CH2:11])[CH:16]1[O:18][CH2:17]1.[CH:1]([C:32]1=[CH:33][C:34]([O:36][C:31]1=[O:37])=[O:35])=[CH:2][C:3]1[CH:8]=[CH:7][CH:6]=[CH:5][CH:4]=1 |f:7.8|. Procedure: A monomer mixture comprising 600 g of styrene (hereinafter referred to as "St") and 70 g of glycidyl methacrylate (hereinafter referred to as "GMA") was dissolved in 1000 g of methyl ethyl ketone (hereinafter referred to as "MEK") in a four -necked flask fitted with a dropping funnel, a nitrogen inlet tube, a thermometer, a condenser and a stirrer and the solution was heated to 70° C. Another monomer mixture comprising 15 g of azobisisobutyronitrile (hereinafter referred to as "AIBN") as the pol... The reactants are CC(=O)Nc1ccc2c(c1)CC(C)C2, O=C(O)C(F)(F)F, O=[N+]([O-])O. The product is CC(=O)Nc1cc2c(cc1[N+](=O)[O-])CC(C)C2. Reaction SMILES: [CH3:5][CH:6]1[CH2:7][c:8]2[cH:9][cH:10][c:11]([NH:15][C:16]([CH3:17])=[O:18])[cH:12][c:13]2[CH2:14]1.[F:19][C:20]([F:21])([F:22])[C:23]([OH:24])=[O:25].[OH:1][N+:2]([O-:3])=[O:4]>>[O-:1][N+:2](=[O:4])[c:10]1[cH:9][c:8]2[c:13]([cH:12][c:11]1[NH:15][C:16]([CH3:17])=[O:18])[CH2:14][CH:6]([CH3:5])[CH2:7]2.